From a dataset of the Open Reaction Database (ORD), a public repository of structured organic reaction records. describe an organic reaction: reactants, conditions, products, and yield Reactants: NC1=NNC(=C1C#N)N (3,5-diamino-4-cyanopyrazole), C(C(C)(C)C)(=O)Cl (pivaloyl chloride). Run in N1=CC=CC=C1 (pyridine). Product: NC1=C(C(=NN1C(C(C)(C)C)=O)NC(C(C)(C)C)=O)C#N (5-Amino-4-cyano-1-(2,2-dimethylpropanoyl)-3-(2,2-dimethylpropanoylamino)pyrazole). As a reaction SMILES: [NH2:1][C:2]1[C:6]([C:7]#[N:8])=[C:5]([NH2:9])[NH:4][N:3]=1.[C:10](Cl)(=[O:15])[C:11]([CH3:14])([CH3:13])[CH3:12]>N1C=CC=CC=1>[NH2:9][C:5]1[N:4]([C:10](=[O:15])[C:11]([CH3:14])([CH3:13])[CH3:12])[N:3]=[C:2]([NH:1][C:10](=[O:15])[C:11]([CH3:14])([CH3:13])[CH3:12])[C:6]=1[C:7]#[N:8]. Reported procedure: The above compound was prepared from 3,5-diamino-4-cyanopyrazole, prepared as in Example 13, by reaction thereof with two moles of pivaloyl chloride in pyridine in an analogous manner to that described in Example 1(b). Melting point 181°-184° C. Starting materials: CC1=C(C(=C2C(=N1)SC1=C2CCCC1)C1=CC=C(C=C1)C)CC(=O)OC (methyl [2-methyl-4-p-tolyl-5,6,7,8-tetrahydro[1]benzothieno [2,3-b]pyridin-3-yl]acetate), ClC=1C(C(=C(C(C1Cl)=O)C#N)C#N)=O (2,3-Dichloro-5,6-Dicyanobenzoquinone). Solvent: ClC1=C(C=CC=C1)Cl (1,2-dichlorobenzene). The product is CC1=C(C(=C2C(=N1)SC1=C2C=CC=C1)C1=CC=C(C=C1)C)CC(=O)OC (Methyl [2-methyl-4-p-tolylbenzo[4,5]thieno[2,3-b]pyridin-3-yl]acetate). Isolated yield 56.1%. Reaction SMILES: [CH3:1][C:2]1[N:7]=[C:6]2[S:8][C:9]3[CH2:14][CH2:13][CH2:12][CH2:11][C:10]=3[C:5]2=[C:4]([C:15]2[CH:20]=[CH:19][C:18]([CH3:21])=[CH:17][CH:16]=2)[C:3]=1[CH2:22][C:23]([O:25][CH3:26])=[O:24].ClC1C(=O)C(C#N)=C(C#N)C(=O)C=1Cl>ClC1C=CC=CC=1Cl>[CH3:1][C:2]1[N:7]=[C:6]2[S:8][C:9]3[CH:14]=[CH:13][CH:12]=[CH:11][C:10]=3[C:5]2=[C:4]([C:15]2[CH:20]=[CH:19][C:18]([CH3:21])=[CH:17][CH:16]=2)[C:3]=1[CH2:22][C:23]([O:25][CH3:26])=[O:24]. Procedure: A suspension of methyl [2-methyl-4-p-tolyl-5,6,7,8-tetrahydro[1]benzothieno [2,3-b]pyridin-3-yl]acetate (0.225 mg; 0.616 mmol) and 2,3-Dichloro-5,6-Dicyanobenzoquinone (0.351 mg; 1.546 mmol) in 1,2-dichlorobenzene (2 mL) was placed in a sealed tube and was irradiated in a microwave oven at 190° C. for 10 minutes. The reaction mixture was then evaporated to dryness under reduced pressure. The residue was suspended in dichloromethane and the solid was filtered through celite. The filtrate was conc... Reactants: [H-].[Na+] (sodium hydride), ice, [H][H] (hydrogen), BrC1=C(C=NC=C1OC)OC (4-Bromo-3,5-dimethoxypyridine), COC1=CC=C(CO)C=C1 (4-methoxybenzyl alcohol). Run in CN(C)C=O (DMF). Reaction conditions: time 15 minute. The product is COC=1C=NC=C(C1OCC1=CC=C(C=C1)OC)OC (3,5-Dimethoxy-4-(4-methoxy-benzyloxy)-pyridine). Yield: 58.1%. RXN SMILES: [H-].[Na+].[CH3:3][O:4][C:5]1[CH:12]=[CH:11][C:8]([CH2:9][OH:10])=[CH:7][CH:6]=1.[H][H].Br[C:16]1[C:21]([O:22][CH3:23])=[CH:20][N:19]=[CH:18][C:17]=1[O:24][CH3:25]>CN(C=O)C>[CH3:25][O:24][C:17]1[CH:18]=[N:19][CH:20]=[C:21]([O:22][CH3:23])[C:16]=1[O:10][CH2:9][C:8]1[CH:11]=[CH:12][C:5]([O:4][CH3:3])=[CH:6][CH:7]=1 |f:0.1|. Procedure details: To an ice-cooled suspension of sodium hydride (60% dispersion in mineral oil, 650 mg, 16.3 mmol) in dry DMF (10 ml) was added 4-methoxybenzyl alcohol (2.24 g, 16.3 mmol) drop-wise via syringe. Vigorous evolution of hydrogen was observed and the reaction was allowed to warm to room temperature and stirred for 15 minutes. 4-Bromo-3,5-dimethoxypyridine (1.17 g, 5.41 mmol) was added and the reaction heated to 90° C. overnight. After cooling, only trace starting material could be detected by TLC anal... The reactants are C(#N)C1=CC=C(OCC#N)C=C1 (4-cyanophenoxyacetonitrile), C1(=CC=C(C=C1)S(=O)(=O)O)C.C(CN)N (ethylenediamine p-toluenesulfonate), C(C)O (ethanol), C (charcoal), crude product, C (charcoal). Run in ClC1=C(C=CC=C1)Cl (1,2-dichlorobenzene), C(Cl)Cl (CH2Cl2), O (water). Reaction conditions: temperature 5 celsius. The product is C1(=CC=C(C=C1)S(=O)(=O)O)C.C(#N)C1=CC=C(OCC=2NCCN2)C=C1 (2-((4-cyanophenoxy)methyl)-2-imidazoline p-toluenesulfonate). Reaction SMILES: [C:1]([C:3]1[CH:12]=[CH:11][C:6]([O:7][CH2:8][C:9]#[N:10])=[CH:5][CH:4]=1)#[N:2].[C:13]1([CH3:23])[CH:18]=[CH:17][C:16]([S:19]([OH:22])(=[O:21])=[O:20])=[CH:15][CH:14]=1.[CH2:24](N)[CH2:25][NH2:26].C(O)C.C>ClC1C=CC=CC=1Cl.C(Cl)Cl.O>[C:13]1([CH3:23])[CH:14]=[CH:15][C:16]([S:19]([OH:22])(=[O:20])=[O:21])=[CH:17][CH:18]=1.[C:1]([C:3]1[CH:12]=[CH:11][C:6]([O:7][CH2:8][C:9]2[NH:26][CH2:25][CH2:24][N:10]=2)=[CH:5][CH:4]=1)#[N:2] |f:1.2,8.9|. Procedure details: A mixture of 15.8 g of 4-cyanophenoxyacetonitrile and 23.3 g of ethylenediamine p-toluenesulfonate in 50 ml of 1,2-dichlorobenzene was heated at from about 130°-145° C. for about an hour. After reaction the mixture was cooled, diluted with CH2Cl2 and filtered to obtain the crude product. The crude product was dissolved in boiling absolute ethanol, treated with activated charcoal and filtered through a fluted paper. The filtrate was cooled to 5° C. for 1.5 hours and the crystals which formed remo... Reactants: FC(CNC(=O)C1(C2=CC=CC=C2C=2C=CC=CC12)CCCCBr)(F)F (9-(4-bromo-butyl)-9H-fluorene-9-carboxylic acid-(2,2,2-trifluoro-ethyl)-amide), ClC1=CC2=C(N=C(S2)N2CCNCC2)C=C1 (6-chloro-2-piperazin-1-yl-benzothiazole). Yields the product FC(CNC(=O)C1(C2=CC=CC=C2C=2C=CC=CC12)CCCCN1CCN(CC1)C=1SC2=C(N1)C=CC(=C2)Cl)(F)F (9-{4-[4-(6-chloro-benzothiazol-2-yl)-piperazin-1-yl]-butyl}-9H-fluorene-9-carboxylic acid-(2,2,2-trifluoro-ethyl)-amide). RXN SMILES: [F:1][C:2]([F:26])([F:25])[CH2:3][NH:4][C:5]([C:7]1([CH2:20][CH2:21][CH2:22][CH2:23]Br)[C:19]2[CH:18]=[CH:17][CH:16]=[CH:15][C:14]=2[C:13]2[C:8]1=[CH:9][CH:10]=[CH:11][CH:12]=2)=[O:6].[Cl:27][C:28]1[CH:42]=[CH:41][C:31]2[N:32]=[C:33]([N:35]3[CH2:40][CH2:39][NH:38][CH2:37][CH2:36]3)[S:34][C:30]=2[CH:29]=1>>[F:1][C:2]([F:26])([F:25])[CH2:3][NH:4][C:5]([C:7]1([CH2:20][CH2:21][CH2:22][CH2:23][N:38]2[CH2:39][CH2:40][N:35]([C:33]3[S:34][C:30]4[CH:29]=[C:28]([Cl:27])[CH:42]=[CH:41][C:31]=4[N:32]=3)[CH2:36][CH2:37]2)[C:19]2[CH:18]=[CH:17][CH:16]=[CH:15][C:14]=2[C:13]2[C:8]1=[CH:9][CH:10]=[CH:11][CH:12]=2)=[O:6]. Reported procedure: Prepared analogously to Example 1 from 9-(4-bromo-butyl)-9H-fluorene-9-carboxylic acid-(2,2,2-trifluoro-ethyl)-amide and 6-chloro-2-piperazin-1-yl-benzothiazole. The reactants are BrC=1C=NN2C1N=C(C=C2)Cl (3-Bromo-5-chloro-pyrazolo[1,5-a]pyrimidine), N1CCNCC1 (piperazine), N#N (N2). The solvent is C(C)(=O)OCC (ethyl acetate), C(C)(=O)OCC (Ethyl acetate). Run at temperature 120 celsius. Yields the product BrC=1C=NN2C1N=C(C=C2)N2CCNCC2 (3-Bromo-5-piperazin-1-yl-pyrazolo[1,5-a]pyrimidine). Yield: 86.2%. RXN SMILES: [Br:1][C:2]1[CH:3]=[N:4][N:5]2[CH:10]=[CH:9][C:8](Cl)=[N:7][C:6]=12.[NH:12]1[CH2:17][CH2:16][NH:15][CH2:14][CH2:13]1.N#N>C(OCC)(=O)C>[Br:1][C:2]1[CH:3]=[N:4][N:5]2[CH:10]=[CH:9][C:8]([N:12]3[CH2:17][CH2:16][NH:15][CH2:14][CH2:13]3)=[N:7][C:6]=12. Procedure: 3-Bromo-5-chloro-pyrazolo[1,5-a]pyrimidine (15.4 g, 66.2 mmol) and piperazine [110-85-0] (56.8 g, 659.5 mmol) were ground together in a mortar to an intimate mixture and transferred to a 250 mL round bottomed flask containing a magnetic stir bar. The flask was fitted to a reflux condenser, N2 blanketed, and the reaction pot immersed in an ambient temperature oil bath. While the neat solid mixture stirred, the bath was heated to 120° C. over 0.5 h and held at nominal temperature for a total of 2 ... Starting materials: FC1=CC2=C(C(=NO2)C2CCNCC2)C=C1 (6-fluoro-3-(4-piperidinyl)-1,2-benzisoxazole), C(=O)([O-])[O-].[K+].[K+] (K2CO3), BrCCCOC1=C(C=C(C(=O)N)C=C1)OC (4-(3-bromopropoxy)-3-methoxybenzamide). The solvent is C(C)#N (acetonitrile). Yields the product FC1=CC2=C(C(=NO2)C2CCN(CC2)CCCOC2=C(C=C(C(=O)N)C=C2)OC)C=C1 (4-[3-[4-(6-fluoro-1,2-benzisoxazol-3-yl)-1-piperidinyl]propoxy]-3-methoxybenzamide). The yield is 64.3%. As a reaction SMILES: [F:1][C:2]1[CH:16]=[CH:15][C:5]2[C:6]([CH:9]3[CH2:14][CH2:13][NH:12][CH2:11][CH2:10]3)=[N:7][O:8][C:4]=2[CH:3]=1.C([O-])([O-])=O.[K+].[K+].Br[CH2:24][CH2:25][CH2:26][O:27][C:28]1[CH:36]=[CH:35][C:31]([C:32]([NH2:34])=[O:33])=[CH:30][C:29]=1[O:37][CH3:38]>C(#N)C>[F:1][C:2]1[CH:16]=[CH:15][C:5]2[C:6]([CH:9]3[CH2:10][CH2:11][N:12]([CH2:24][CH2:25][CH2:26][O:27][C:28]4[CH:36]=[CH:35][C:31]([C:32]([NH2:34])=[O:33])=[CH:30][C:29]=4[O:37][CH3:38])[CH2:13][CH2:14]3)=[N:7][O:8][C:4]=2[CH:3]=1 |f:1.2.3|. Procedure details: A mixture of 6-fluoro-3-(4-piperidinyl)-1,2-benzisoxazole (2.2 g, 10.0 mmol), K2CO3 (2.0 g) and 4-(3-bromopropoxy)-3-methoxybenzamide (2.32 g, 8.0 mmol) in acetonitrile (80 ml) was heated at reflux for 5 hours. At the end of the reaction the solvent was evaporated. The residue was extracted into dichloromethane. The inorganic insolubles were filtered off. The dichloromethane was concentrated again. The crude residue was purified by flash chromatography over a silica gel column (55 g, SiO2 ; elut... The reactants are COC(/C=C/C1=CC=C(C2=CC=CC=C12)C(=O)O)=O (4-[(1E)-3-(Methyloxy)-3-oxo-1-propen-1-yl]-1-naphthalenecarboxylic acid), COC(/C=C/C1=CC=C(C2=CC=CC=C12)C(=O)O)=O (4-[(1E)-3-(Methyloxy)-3-oxo-1-propen-1-yl]-1-naphthalenecarboxylic acid). The reagents and catalysts are [Pd] (palladium on carbon). Run in C(C)O (ethanol). Yields the product COC(CCC1=CC=C(C2=CC=CC=C12)C(=O)O)=O (4-[3-(Methyloxy)-3-oxopropyl]-1-naphthalenecarboxylic acid). RXN SMILES: [CH3:1][O:2][C:3](=[O:19])/[CH:4]=[CH:5]/[C:6]1[C:15]2[C:10](=[CH:11][CH:12]=[CH:13][CH:14]=2)[C:9]([C:16]([OH:18])=[O:17])=[CH:8][CH:7]=1>[Pd].C(O)C>[CH3:1][O:2][C:3](=[O:19])[CH2:4][CH2:5][C:6]1[C:15]2[C:10](=[CH:11][CH:12]=[CH:13][CH:14]=2)[C:9]([C:16]([OH:18])=[O:17])=[CH:8][CH:7]=1. Reported procedure: 4-[(1E)-3-(Methyloxy)-3-oxo-1-propen-1-yl]-1-naphthalenecarboxylic acid (for example as prepared for Intermediate 5) (1.73 g, 5.09 mmol) is hydrogenated over palladium on carbon (10 wt %, 350 mg) in ethanol (50 ml) for 4 h. The catalyst is removed by filtration through Celite, and the mixture hydrogenated again with fresh catalyst (350 mg) overnight. The mixture is filtered through Celite and concentrated to afford the title compound. Starting materials: CC1(CC=2C(NC=NC2CC1)=O)C (6,6-dimethyl-5,6,7,8-tetrahydroquinazolin-4(3H)-one), P(=O)(Cl)(Cl)Cl (phosphorus oxychloride). Run in C(Cl)(Cl)Cl (chloroform). The product is ClC1=NC=NC=2CCC(CC12)(C)C (4-chloro-6,6-dimethyl-5,6,7,8-tetrahydroquinazoline). The yield is 75.0%. Reaction SMILES: [CH3:1][C:2]1([CH3:13])[CH2:11][CH2:10][C:9]2[N:8]=[CH:7][NH:6][C:5](=O)[C:4]=2[CH2:3]1.P(Cl)(Cl)([Cl:16])=O>C(Cl)(Cl)Cl>[Cl:16][C:5]1[C:4]2[CH2:3][C:2]([CH3:13])([CH3:1])[CH2:11][CH2:10][C:9]=2[N:8]=[CH:7][N:6]=1. Reported procedure: To 6,6-dimethyl-5,6,7,8-tetrahydroquinazolin-4(3H)-one (6.41 g, 36 mmol) in chloroform (10 mL) added phosphorus oxychloride (10 mL) and refluxed for 2 hours. The mixture was concentrated to an oil, then diluted with ethyl acetate (80 mL) and washed with saturated sodium carbonate (50 mL) and brine (25 mL). The solution was dried over anhydrous sodium sulfate, filtered and concentrated, then the residue purified by silica gel column chromatography (ethyl acetate/hexanes, 1:8) to give 4-chloro-6,6... The reactants are NC(=O)N (urea), 95, [N+](=O)(O)[O-] (HNO3), C(=O)(O)C(C(=O)O)(C(=O)O)CO (carboxy-2-hydroxymethylmalonic acid), OS(=O)(=O)O (H2SO4). The solvent is O (water). Product: C(=O)(O)C(C(=O)O)(C(=O)O)CO[N+](=O)[O-] (2-carboxy-2-nitryloxymethylmalonic acid), residue. Isolated yield 30.0%. Reaction SMILES: [N+:1]([O-:4])([OH:3])=[O:2].NC(N)=O.[C:9]([C:12]([CH2:19]O)([C:16]([OH:18])=[O:17])[C:13]([OH:15])=[O:14])([OH:11])=[O:10].OS(O)(=O)=O>O>[C:16]([C:12]([CH2:19][O:2][N+:1]([O-:4])=[O:3])([C:13]([OH:15])=[O:14])[C:9]([OH:11])=[O:10])([OH:18])=[O:17]. Procedure details: To a mixture cooled to 0° C. of 2.5 g of 95 (%) strength HNO3, a spatula-full of urea and 10 ml of water is added with stirring and ice-cooling, 1.0 g (0.004 mol) of carboxy-2-hydroxymethylmalonic acid. After 10 min 2.5 g of 94% strength H2SO4 are added dropwise with stirring and stirring is continued for another hour at 0° C. The organic layer is isolated and evaporated down. 2-carboxy-2-nitryloxymethylmalonic acid is obtained as the residue as a viscous oil which is purified column chromatogra...